Dataset: the Open Reaction Database (ORD), a public repository of structured organic reaction records. Task: describe an organic reaction: reactants, conditions, products, and yield Reactants: CC(C)(O)Cc1nc(Br)cn1C1CCCCO1, CC(C)n1ncnc1-c1cn2c(n1)-c1ccc(B3OC(C)(C)C(C)(C)O3)cc1OCC2, [Cu]I, CN(C)C=O, c1ccc(P(c2ccccc2)(c2ccccc2)[Pd](P(c2ccccc2)(c2ccccc2)c2ccccc2)(P(c2ccccc2)(c2ccccc2)c2ccccc2)P(c2ccccc2)(c2ccccc2)c2ccccc2)cc1. Product: CC(C)n1ncnc1-c1cn2c(n1)-c1ccc(-c3cn(C4CCCCO4)c(CC(C)(C)O)n3)cc1OCC2. RXN SMILES: [Br:32][c:33]1[n:34][c:35]([CH2:44][C:45]([CH3:46])([OH:47])[CH3:48])[n:36]([CH:38]2[O:39][CH2:40][CH2:41][CH2:42][CH2:43]2)[cH:37]1.[CH:1]([CH3:2])([CH3:3])[n:4]1[n:5][cH:6][n:7][c:8]1-[c:9]1[n:10][c:11]2[n:12]([cH:31]1)[CH2:13][CH2:14][O:15][c:16]1[c:17]-2[cH:18][cH:19][c:20]([B:22]2[O:23][C:24]([CH3:25])([CH3:26])[C:27]([CH3:28])([CH3:29])[O:30]2)[cH:21]1.[Cu:54][I:55].[O:49]=[CH:50][N:51]([CH3:52])[CH3:53].[cH:56]1[cH:57][cH:58][c:59]([P:60]([Pd:61]([P:62]([c:63]2[cH:64][cH:65][cH:66][cH:67][cH:68]2)([c:69]2[cH:70][cH:71][cH:72][cH:73][cH:74]2)[c:75]2[cH:76][cH:77][cH:78][cH:79][cH:80]2)([P:81]([c:82]2[cH:83][cH:84][cH:85][cH:86][cH:87]2)([c:88]2[cH:89][cH:90][cH:91][cH:92][cH:93]2)[c:94]2[cH:95][cH:96][cH:97][cH:98][cH:99]2)[P:100]([c:101]2[cH:102][cH:103][cH:104][cH:105][cH:106]2)([c:107]2[cH:108][cH:109][cH:110][cH:111][cH:112]2)[c:113]2[cH:114][cH:115][cH:116][cH:117][cH:118]2)([c:119]2[cH:120][cH:121][cH:122][cH:123][cH:124]2)[c:125]2[cH:126][cH:127][cH:128][cH:129][cH:130]2)[cH:131][cH:132]1>>[CH:1]([CH3:2])([CH3:3])[n:4]1[n:5][cH:6][n:7][c:8]1-[c:9]1[n:10][c:11]2[n:12]([cH:31]1)[CH2:13][CH2:14][O:15][c:16]1[c:17]-2[cH:18][cH:19][c:20](-[c:33]2[n:34][c:35]([CH2:44][C:45]([CH3:46])([OH:47])[CH3:48])[n:36]([CH:38]3[O:39][CH2:40][CH2:41][CH2:42][CH2:43]3)[cH:37]2)[cH:21]1. Starting materials: C(CCC)NS(=O)(=O)C=1C=C(C(=O)Cl)C=CC1Cl (3-butylsulfamoyl-4-chlorobenzoyl chloride), C(C)C1=CC2=C(O1)C=CC=C2 (2-ethylbenzo[b]-furan), [Cl-].[Al+3].[Cl-].[Cl-] (aluminum chloride). Product: C(C)C1=C(C2=C(O1)C=CC=C2)C(C2=CC(=CC=C2)S(NCCCC)(=O)=O)=O (2-Ethyl-3-(3-butylsulfamoylbenzoyl)-benzo[b]furan). As a reaction SMILES: [CH2:1]([NH:5][S:6]([C:9]1[CH:10]=[C:11]([CH:15]=[CH:16][C:17]=1Cl)[C:12](Cl)=[O:13])(=[O:8])=[O:7])[CH2:2][CH2:3][CH3:4].[CH2:19]([C:21]1[O:25][C:24]2[CH:26]=[CH:27][CH:28]=[CH:29][C:23]=2[CH:22]=1)[CH3:20].[Cl-].[Al+3].[Cl-].[Cl-]>>[CH2:19]([C:21]1[O:25][C:24]2[CH:26]=[CH:27][CH:28]=[CH:29][C:23]=2[C:22]=1[C:12](=[O:13])[C:11]1[CH:15]=[CH:16][CH:17]=[C:9]([S:6](=[O:8])(=[O:7])[NH:5][CH2:1][CH2:2][CH2:3][CH3:4])[CH:10]=1)[CH3:20] |f:2.3.4.5|. Reported procedure: is obtained as described in Example 1 from 10 g of 3-butylsulfamoyl-4-chlorobenzoyl chloride and 5.1 g of 2-ethylbenzo[b]-furan in the presence of 9.4 g of aluminum chloride, in the form of a colorless to slightly yellow viscous oil. The reactants are CCCN, Cc1ccc2oc(-c3cc([N+](=O)[O-])ccc3F)nc2c1. Yields the product CCCNc1ccc([N+](=O)[O-])cc1-c1nc2cc(C)ccc2o1. As a reaction SMILES: [CH3:21][CH2:22][CH2:23][NH2:24].[N+:1](=[O:2])([O-:3])[c:4]1[cH:5][c:6](-[c:11]2[o:12][c:13]3[c:14]([n:15]2)[cH:16][c:17]([CH3:20])[cH:18][cH:19]3)[c:7]([F:10])[cH:8][cH:9]1>>[N+:1](=[O:2])([O-:3])[c:4]1[cH:5][c:6](-[c:11]2[o:12][c:13]3[c:14]([n:15]2)[cH:16][c:17]([CH3:20])[cH:18][cH:19]3)[c:7]([NH:24][CH2:23][CH2:22][CH3:21])[cH:8][cH:9]1. Reactants: [OH-].[Na+] (sodium hydroxide), C(C1=CC=CC=C1)OC1=C(CN(CC)C2=CC=C(C(=O)OC)C=C2)C=CC=C1 (methyl 4-[N-(2-benzyloxybenzyl)-N-ethylamino]benzoate). Run in CO (methanol), O1CCCC1 (tetrahydrofuran). The product is C(C1=CC=CC=C1)OC1=C(CN(CC)C2=CC=C(C(=O)O)C=C2)C=CC=C1 (4-[N-(2-benzyloxybenzyl)-N-ethylamino]benzoic acid). As a reaction SMILES: [OH-].[Na+].[CH2:3]([O:10][C:11]1[CH:30]=[CH:29][CH:28]=[CH:27][C:12]=1[CH2:13][N:14]([C:17]1[CH:26]=[CH:25][C:20]([C:21]([O:23]C)=[O:22])=[CH:19][CH:18]=1)[CH2:15][CH3:16])[C:4]1[CH:9]=[CH:8][CH:7]=[CH:6][CH:5]=1>CO.O1CCCC1>[CH2:3]([O:10][C:11]1[CH:30]=[CH:29][CH:28]=[CH:27][C:12]=1[CH2:13][N:14]([C:17]1[CH:18]=[CH:19][C:20]([C:21]([OH:23])=[O:22])=[CH:25][CH:26]=1)[CH2:15][CH3:16])[C:4]1[CH:5]=[CH:6][CH:7]=[CH:8][CH:9]=1 |f:0.1|. Procedure: 40% Aqueous sodium hydroxide (100 mL) was added to a solution of methyl 4-[N-(2-benzyloxybenzyl)-N-ethylamino]benzoate (44.0 g) in a mixture of methanol (200 mL) and tetrahydrofuran (100 mL) and the resulting mixture was heated under reflux for 6 hours. The reaction mixture was reduced to half its volume on a rotary evaporator and water (300 mL) was added. The mixture was acidified with acetic acid, the precipitate was filtered, washed three times with diethyl ether (50 mL each time) and dried i... Reactants: [Cl-], Cl, Nc1cc(Sc2cccs2)ccc1[N+](=O)[O-]. The product is Nc1ccc(Sc2cccs2)cc1N. Reaction SMILES: [Cl-:17].[ClH:18].[NH2:1][c:2]1[c:3]([N+:14]([O-:15])=[O:16])[cH:4][cH:5][c:6]([S:8][c:9]2[s:10][cH:11][cH:12][cH:13]2)[cH:7]1>>[NH2:1][c:2]1[c:3]([NH2:14])[cH:4][cH:5][c:6]([S:8][c:9]2[s:10][cH:11][cH:12][cH:13]2)[cH:7]1. Reactants: C(C)(=O)O (acetic acid), FC(C=1C=C(CN(C=2N=NN(N2)C)[C@@H]2C3=C(N(CCC2)CC2CCNCC2)C(=C(C(=C3)C)C(F)(F)F)C)C=C(C1)C(F)(F)F)(F)F ((S)-(3,5-bistrifluoromethylbenzyl)-(7,9-dimethyl-1-piperidin-4-ylmethyl-8-trifluoromethyl-2,3,4,5-tetrahydro-1H-benzo[b]azepin-5-yl)-(2-methyl-2H-tetrazol-5-yl)-amine), C=O (formaldehyde), C(#N)[BH3-].[Na+] (sodium cyanoborohydride). Run in ClCCl (dichloromethane), C(C)#N (acetonitrile). Conditions: time 18 hour. Product: FC(C=1C=C(CN(C=2N=NN(N2)C)[C@@H]2C3=C(N(CCC2)CC2CCN(CC2)C)C(=C(C(=C3)C)C(F)(F)F)C)C=C(C1)C(F)(F)F)(F)F ((S)-(3,5-bistrifluoromethylbenzyl)-[7,9-dimethyl-1-(1-methylpiperidin-4-ylmethyl)-8-trifluoromethyl-2,3,4,5-tetrahydro-1H-benzo[b]azepin-5-yl]-(2-methyl-2H-tetrazol-5-yl)-amine), foam. Isolated yield 72.0%. RXN SMILES: [C:1](O)(=O)C.[F:5][C:6]([F:50])([F:49])[C:7]1[CH:8]=[C:9]([CH:42]=[C:43]([C:45]([F:48])([F:47])[F:46])[CH:44]=1)[CH2:10][N:11]([C@H:18]1[CH2:24][CH2:23][CH2:22][N:21]([CH2:25][CH:26]2[CH2:31][CH2:30][NH:29][CH2:28][CH2:27]2)[C:20]2[C:32]([CH3:41])=[C:33]([C:37]([F:40])([F:39])[F:38])[C:34]([CH3:36])=[CH:35][C:19]1=2)[C:12]1[N:13]=[N:14][N:15]([CH3:17])[N:16]=1.C=O.C([BH3-])#N.[Na+]>C(#N)C.ClCCl>[F:48][C:45]([F:46])([F:47])[C:43]1[CH:42]=[C:9]([CH:8]=[C:7]([C:6]([F:5])([F:49])[F:50])[CH:44]=1)[CH2:10][N:11]([C@H:18]1[CH2:24][CH2:23][CH2:22][N:21]([CH2:25][CH:26]2[CH2:27][CH2:28][N:29]([CH3:1])[CH2:30][CH2:31]2)[C:20]2[C:32]([CH3:41])=[C:33]([C:37]([F:38])([F:39])[F:40])[C:34]([CH3:36])=[CH:35][C:19]1=2)[C:12]1[N:13]=[N:14][N:15]([CH3:17])[N:16]=1 |f:3.4|. Reported procedure: Add glacial acetic acid (0.25 mL) over 25 minutes to a solution of (S)-(3,5-bistrifluoromethylbenzyl)-(7,9-dimethyl-1-piperidin-4-ylmethyl-8-trifluoromethyl-2,3,4,5-tetrahydro-1H-benzo[b]azepin-5-yl)-(2-methyl-2H-tetrazol-5-yl)-amine (Example 160) (0.038 g, 0.057 mmol), 37% aqueous formaldehyde (0.014 mL, 0.189 mmol) and sodium cyanoborohydride (0.011 g, 0.172 mmol) in acetonitrile (2.5 mL) at room temperature under an atmosphere of nitrogen and stir for 18 h. Dilute the reaction with dichlorome...